This data is from the Open Reaction Database (ORD), a public repository of structured organic reaction records. The task is: describe an organic reaction: reactants, conditions, products, and yield Starting materials: OC1=CC=CC=2NN=NC21 (Hydroxybenzotriazole), Cl.CN(CCCN=C=NCC)C (N-(3-dimethylaminopropyl)-N′-ethylcarbodiimide hydrochloride), C(C)(C)(C)C1=CC=C(C=C1)C(C1=CC=C(C(=O)O)C=C1)NC(=O)NC1=CC(=C(C=C1)C)S(=O)(=O)C (4-[1-(4-tert-Butylphenyl)-3-(3-methylsulfonyl-4-methylphenyl)ureidomethyl]benzoic acid), NCCS(=O)(=O)O (2-aminoethanesulfonic acid), C(C)(C)N(CC)C(C)C (diisopropylethylamine), S(=O)(=O)(O)[O-].[Na+] (sodium hydrogen sulphate). The solvent is O (water), CN(C)C=O (DMF). Conditions: time 30 minute. Yields the product C(C)(C)(C)C1=CC=C(C=C1)C(C1=CC=C(C(=O)NCCS(=O)(=O)O)C=C1)NC(=O)NC1=CC(=C(C=C1)C)S(=O)(=O)C (2-{4-[1-(4-tert-Butylphenyl)-3-(3-methylsulfonyl-4-methylphenyl)ureidomethyl]-benzoylamino}-ethanesulfonic Acid). Isolated yield 55.4%. Reaction SMILES: [C:1]([C:5]1[CH:10]=[CH:9][C:8]([CH:11]([NH:21][C:22]([NH:24][C:25]2[CH:30]=[CH:29][C:28]([CH3:31])=[C:27]([S:32]([CH3:35])(=[O:34])=[O:33])[CH:26]=2)=[O:23])[C:12]2[CH:20]=[CH:19][C:15]([C:16](O)=[O:17])=[CH:14][CH:13]=2)=[CH:7][CH:6]=1)([CH3:4])([CH3:3])[CH3:2].OC1C2N=NNC=2C=CC=1.Cl.CN(C)CCCN=C=NCC.[NH2:58][CH2:59][CH2:60][S:61]([OH:64])(=[O:63])=[O:62].C(N(C(C)C)CC)(C)C.S([O-])(O)(=O)=O.[Na+]>CN(C=O)C.O>[C:1]([C:5]1[CH:10]=[CH:9][C:8]([CH:11]([NH:21][C:22]([NH:24][C:25]2[CH:30]=[CH:29][C:28]([CH3:31])=[C:27]([S:32]([CH3:35])(=[O:33])=[O:34])[CH:26]=2)=[O:23])[C:12]2[CH:20]=[CH:19][C:15]([C:16]([NH:58][CH2:59][CH2:60][S:61]([OH:64])(=[O:63])=[O:62])=[O:17])=[CH:14][CH:13]=2)=[CH:7][CH:6]=1)([CH3:4])([CH3:3])[CH3:2] |f:2.3,6.7|. Procedure details: 4-[1-(4-tert-Butylphenyl)-3-(3-methylsulfonyl-4-methylphenyl)ureidomethyl]benzoic acid (300 mg, 0.6 mmol) was dissolved in DMF (10 ml). Hydroxybenzotriazole (100 mg, 0.7 mmol), and N-(3-dimethylaminopropyl)-N′-ethylcarbodiimide hydrochloride (130 mg, 0.7 mmol) were added and the mixture was stirred for 30 minutes at room temperature followed by addition of 2-aminoethanesulfonic acid (110 mg, 0.9 mmol) and diisopropylethylamine (120 mg, 160 μl, 1.0 mmol). After 16 hours the reaction mixture was p... The reactants are Br, COc1ccc(N2CCNCC2)nn1. Reaction SMILES: [BrH:15].[CH3:1][O:2][c:3]1[cH:4][cH:5][c:6]([N:9]2[CH2:10][CH2:11][NH:12][CH2:13][CH2:14]2)[n:7][n:8]1>>[BrH:15].[OH:2][c:3]1[cH:4][cH:5][c:6]([N:9]2[CH2:10][CH2:11][NH:12][CH2:13][CH2:14]2)[n:7][n:8]1. Yields the product Br, Oc1ccc(N2CCNCC2)nn1. Reactants: N1N=CC2=CC=C(C=C12)C(=O)NC=1C(=CC(=CC1)C(=O)OC)N (N1-(6-indazolylcarbonyl)-4-methoxycarbonyl-1,2-benzenediamine), COC(=O)C=1C=C(C(=CC1)N)NC(C1=CC=C(C=C1)C(C)(C)C)=O (4-methoxycarbonyl-N2-(4-t-butylbenzoyl)-1,2-benzenediamine), N1N=CC2=CC=C(C=C12)C(=O)O (6-indazolecarboxylic acid). Yields the product C(C)(C)(C)C1=CC=C(C(=O)NC=2C(=CC=C(C2)C(=O)OC)NC(=O)C2=CC=C3C=NNC3=C2)C=C1 (N2-(4-t-Butylbenzoyl)-N1-(6-indazolylcarbonyl)-4-methoxycarbonyl-1,2-benzenediamine). RXN SMILES: [NH:1]1[C:9]2[C:4](=[CH:5][CH:6]=[C:7]([C:10]([NH:12][C:13]3[C:14]([NH2:23])=[CH:15][C:16]([C:19]([O:21][CH3:22])=[O:20])=[CH:17][CH:18]=3)=[O:11])[CH:8]=2)[CH:3]=[N:2]1.COC(C1C=C(N[C:36](=[O:47])[C:37]2[CH:42]=[CH:41][C:40]([C:43]([CH3:46])([CH3:45])[CH3:44])=[CH:39][CH:38]=2)C(N)=CC=1)=O.N1C2C(=CC=C(C(O)=O)C=2)C=N1>>[C:43]([C:40]1[CH:39]=[CH:38][C:37]([C:36]([NH:23][C:14]2[C:13]([NH:12][C:10]([C:7]3[CH:8]=[C:9]4[C:4]([CH:3]=[N:2][NH:1]4)=[CH:5][CH:6]=3)=[O:11])=[CH:18][CH:17]=[C:16]([C:19]([O:21][CH3:22])=[O:20])[CH:15]=2)=[O:47])=[CH:42][CH:41]=1)([CH3:46])([CH3:44])[CH3:45]. Reported procedure: By methods substantially equivalent to those described in Example 9-C, N2-(4-t-butylbenzoyl)]-N1-(6-indazolylcarbonyl)-4-methoxycarbonyl-1,2-benzenediamine (0.1 g, 5%) was prepared from 4-methoxycarbonyl-N2-(4-t-butylbenzoyl)-1,2-benzenediamine and 6-indazolecarboxylic acid. The reactants are OC1=C(C2=C(OC(CC2)(C)C=O)C(=C1C)C)C (6-hydroxy-2,5,7,8-tetramethyl-3,4-dihydro-2H-benzo[1,2-b]pyran-2-yl methanal), OC1=C(C2=C(OC(CC2)(C)C=O)C(=C1C)C)C (6-hydroxy-2,5,7,8-tetramethyl-3,4-dihydro-2H-benzo[1,2-b]pyran-2-yl methanal), N[C@@H](CS)C(=O)O (cysteine). The solvent is CO (methanol). Run at time 8 hour. The product is OC1=C(C2=C(OC(CC2)(C)C2SC[C@H](N2)C(=O)O)C(=C1C)C)C ((4R)-2-(6-hydroxy-2,5,7,8-tetramethyl-3,4-dihydro-2H-benzo[1,2-b]pyran-2-yl)-4-thiazolidine carboxylic acid). Yield: 28.0%. RXN SMILES: [NH2:1][C@H:2]([C:5]([OH:7])=[O:6])[CH2:3][SH:4].[OH:8][C:9]1[C:21]([CH3:22])=[C:20]([CH3:23])[C:12]2[O:13][C:14]([CH:18]=O)([CH3:17])[CH2:15][CH2:16][C:11]=2[C:10]=1[CH3:24]>CO>[OH:8][C:9]1[C:21]([CH3:22])=[C:20]([CH3:23])[C:12]2[O:13][C:14]([CH:18]3[NH:1][C@H:2]([C:5]([OH:7])=[O:6])[CH2:3][S:4]3)([CH3:17])[CH2:15][CH2:16][C:11]=2[C:10]=1[CH3:24]. Reported procedure: A mixture of cysteine (1.5 g, 12.7 mmol) and the intermediate prepared in Example 2 above, 6-hydroxy-2,5,7,8-tetramethyl-3,4-dihydro-2H-benzo[1,2-b]pyran-2-yl methanal (3.0 g, 13 mmol), in methanol was warmed at reflux for 2.5 h. The reaction mixture was cooled to ambient temperature and then stirred at ambient temperature overnight. The reaction mixture was filtered and the filtrate was recrystallized from ethanol (3 times) to give 1.2 g (28% yield) of (4R)-2-(6-hydroxy-2,5,7,8-tetramethyl-3,4-... Reactants: Cl.N[C@@H]1[C@@H]([C@H]2CC[C@@H]1C2)C(=O)OC (Methyl (1S,2R,3S,4R)-3-aminobicyclo[2.2.1]heptane-2-carboxylate hydrochloride), FC1=CC=C(C=O)C=C1 (4-fluoro-benzaldehyde), C(#N)[BH3-].[Na+] (Sodium cyanoborohydride), C([O-])(O)=O.[Na+] (sodium bicarbonate), C(C)(=O)[O-].[Na+] (Sodium acetate). Solvent: CO (methanol), C(C)(=O)OCC (ethyl acetate). Reaction conditions: temperature 25 celsius, time 16 hour. The product is crude product, FC1=CC=C(CN[C@@H]2[C@@H]([C@H]3CC[C@@H]2C3)C(=O)OC)C=C1 (methyl (1S,2R,3S,4R)-3-[(4-fluorobenzyl)amino]bicyclo[2.2.1]heptane-2-carboxylate). The yield is 98.4%. Reaction SMILES: Cl.[NH2:2][C@H:3]1[C@H:8]2[CH2:9][C@H:5]([CH2:6][CH2:7]2)[C@H:4]1[C:10]([O:12][CH3:13])=[O:11].C([O-])(=O)C.[Na+].[F:19][C:20]1[CH:27]=[CH:26][C:23]([CH:24]=O)=[CH:22][CH:21]=1.C([BH3-])#N.[Na+].C(=O)(O)[O-].[Na+]>CO.C(OCC)(=O)C>[F:19][C:20]1[CH:27]=[CH:26][C:23]([CH2:24][NH:2][C@H:3]2[C@H:8]3[CH2:9][C@H:5]([CH2:6][CH2:7]3)[C@H:4]2[C:10]([O:12][CH3:13])=[O:11])=[CH:22][CH:21]=1 |f:0.1,2.3,5.6,7.8|. Procedure details: Methyl (1S,2R,3S,4R)-3-aminobicyclo[2.2.1]heptane-2-carboxylate hydrochloride (prepared as described in Example 6c, 0.5 g, 2.43 mmol) was dissolved in methanol (12 mL). Sodium acetate (0.4 g, 4.86 mmol) was added followed by 4 Å powdered molecular sieves (0.5 g) and 4-fluoro-benzaldehyde (0.302 g, 2.43 mmol). Sodium cyanoborohydride (0.305 g, 4.86 mmol) was added and the mixture was stirred at 25° C. for 16 h. The mixture was poured into a mixture of saturated aqueous sodium bicarbonate solution...